From a dataset of the Open Reaction Database (ORD), a public repository of structured organic reaction records. describe an organic reaction: reactants, conditions, products, and yield Starting materials: CC(C)N, O=C(NCc1ccc(Cl)c(Cl)c1)Nc1nc(CI)cs1, C1CCOC1. The product is CC(C)NCc1csc(NC(=O)NCc2ccc(Cl)c(Cl)c2)n1. Reaction SMILES: [CH:21]([CH3:22])([CH3:23])[NH2:24].[Cl:1][c:2]1[cH:3][c:4]([CH2:5][NH:6][C:7](=[O:8])[NH:9][c:10]2[s:11][cH:12][c:13]([CH2:15][I:16])[n:14]2)[cH:17][cH:18][c:19]1[Cl:20].[O:25]1[CH2:26][CH2:27][CH2:28][CH2:29]1>>[Cl:1][c:2]1[cH:3][c:4]([CH2:5][NH:6][C:7](=[O:8])[NH:9][c:10]2[s:11][cH:12][c:13]([CH2:15][NH:24][CH:21]([CH3:22])[CH3:23])[n:14]2)[cH:17][cH:18][c:19]1[Cl:20].